From a dataset of the Open Reaction Database (ORD), a public repository of structured organic reaction records. describe an organic reaction: reactants, conditions, products, and yield Reactants: C(C1=CC=CC=C1)OC(=O)OC1=C(C=CC2=C(C(=CC=C12)OC(=O)OCC1=CC=CC=C1)CN(C1CCCCC1)C(=O)OCC1=CC=CC=C1)CN(C1CCCCC1)C(=O)OCC1=CC=CC=C1 (1,6-Di-benzyloxycarbonyloxy-2,5-bis-[N-(cyclohexyl)-benzyloxycarbonylaminomethyl]naphthalene), C[O-].[Na+] (sodium methoxide). Solvent: CO (methanol). The product is OC1=C(C=CC2=C(C(=CC=C12)O)CN(C1CCCCC1)C(=O)OCC1=CC=CC=C1)CN(C1CCCCC1)C(=O)OCC1=CC=CC=C1 (1,6-Dihydroxy-2,5-bis-[N-(cyclohexyl)-benzyloxycarbonylaminomethyl)-naphthalene). As a reaction SMILES: C(OC([O:11][C:12]1[C:21]2[C:16](=[C:17]([CH2:33][N:34]([C:41]([O:43][CH2:44][C:45]3[CH:50]=[CH:49][CH:48]=[CH:47][CH:46]=3)=[O:42])[CH:35]3[CH2:40][CH2:39][CH2:38][CH2:37][CH2:36]3)[C:18]([O:22]C(OCC3C=CC=CC=3)=O)=[CH:19][CH:20]=2)[CH:15]=[CH:14][C:13]=1[CH2:51][N:52]([C:59]([O:61][CH2:62][C:63]1[CH:68]=[CH:67][CH:66]=[CH:65][CH:64]=1)=[O:60])[CH:53]1[CH2:58][CH2:57][CH2:56][CH2:55][CH2:54]1)=O)C1C=CC=CC=1.C[O-].[Na+]>CO>[OH:11][C:12]1[C:21]2[C:16](=[C:17]([CH2:33][N:34]([C:41]([O:43][CH2:44][C:45]3[CH:46]=[CH:47][CH:48]=[CH:49][CH:50]=3)=[O:42])[CH:35]3[CH2:40][CH2:39][CH2:38][CH2:37][CH2:36]3)[C:18]([OH:22])=[CH:19][CH:20]=2)[CH:15]=[CH:14][C:13]=1[CH2:51][N:52]([C:59]([O:61][CH2:62][C:63]1[CH:68]=[CH:67][CH:66]=[CH:65][CH:64]=1)=[O:60])[CH:53]1[CH2:58][CH2:57][CH2:56][CH2:55][CH2:54]1 |f:1.2|. Procedure details: A solution of the crude product from Step B (2.0 g, 2.3 mmol) in methanol (50 ml) was treated with sodium methoxide (120 mg, 2.2 mmol) for 18 hours at room temperature. The mixture was evaporated, the residue taken up in diethyl ether, acetic acid (1 ml) added, the solution washed three times with water, saturated acueous sodium chloride solution, dried (sodium sulfate) and evaporated. The crude product was vacuum filtered through a column of silica gel (Merck β 7734) eluted with 2:1 hexane-ethe... Starting materials: COC(C1=CC(=CC(=C1)O)OCOC)=O (5-hydroxy-3-methoxymethoxybenzoic acid methyl ester), NC1=NC=CC=C1 (2-aminopyridine), BrC=1C=CC(=NC1)S(=O)(=O)C (5-bromo-2-methanesulfonylpyridine), FCC(CF)O (1,3-difluoro-2-propanol). Product: FCC(OC=1C=C(C=C(C(=O)NC2=NC=CC=C2)C1)OC=1C=NC(=CC1)S(=O)(=O)C)CF (5-(2-fluoro-1-fluoromethyl-ethoxy)-3-(6-methanesulfonylpyridin-3-yloxy)-N-(pyridin-2-yl)benzamide). RXN SMILES: CO[C:3](=[O:15])[C:4]1[CH:9]=[C:8]([OH:10])[CH:7]=[C:6](OCOC)[CH:5]=1.Br[C:17]1[CH:18]=[CH:19][C:20]([S:23]([CH3:26])(=[O:25])=[O:24])=[N:21][CH:22]=1.[F:27][CH2:28][CH:29]([OH:32])[CH2:30][F:31].[NH2:33][C:34]1[CH:39]=[CH:38][CH:37]=[CH:36][N:35]=1>>[F:27][CH2:28][CH:29]([CH2:30][F:31])[O:32][C:6]1[CH:7]=[C:8]([O:10][C:17]2[CH:22]=[N:21][C:20]([S:23]([CH3:26])(=[O:25])=[O:24])=[CH:19][CH:18]=2)[CH:9]=[C:4]([CH:5]=1)[C:3]([NH:33][C:34]1[CH:39]=[CH:38][CH:37]=[CH:36][N:35]=1)=[O:15]. Procedure details: The compound of Production Example 155 was obtained as a white amorphous substance using 5-hydroxy-3-methoxymethoxybenzoic acid methyl ester, 5-bromo-2-methanesulfonylpyridine, 1,3-difluoro-2-propanol and 2-aminopyridine, by the same method as in Production Example 117, a corresponding method, or a combination thereof with an ordinary method.